From a dataset of the Open Reaction Database (ORD), a public repository of structured organic reaction records. describe an organic reaction: reactants, conditions, products, and yield Reactants: FC1=C(C=C(C(=C1)[N+](=O)[O-])C(=O)O)N1C(C(=C(C1=O)C)C)=O (N-(2-fluoro-5-carboxy-4-nitrophenyl)-2,3-dimethylmaleic acid imide), [H][H] (hydrogen). Reagents/catalysts: [Ni] (Raney nickel). The solvent is O1CCCC1 (tetrahydrofuran). Product: FC1=C(C=C(C(=C1)N)C(=O)O)N1C(C(=C(C1=O)C)C)=O (N-(2-fluoro-5-carboxy-4-aminophenyl)-2,3-dimethylmaleic acid imide). Yield: 92.6%. RXN SMILES: [F:1][C:2]1[CH:7]=[C:6]([N+:8]([O-])=O)[C:5]([C:11]([OH:13])=[O:12])=[CH:4][C:3]=1[N:14]1[C:18](=[O:19])[C:17]([CH3:20])=[C:16]([CH3:21])[C:15]1=[O:22].[H][H]>[Ni].O1CCCC1>[F:1][C:2]1[CH:7]=[C:6]([NH2:8])[C:5]([C:11]([OH:13])=[O:12])=[CH:4][C:3]=1[N:14]1[C:15](=[O:22])[C:16]([CH3:21])=[C:17]([CH3:20])[C:18]1=[O:19]. Procedure: 67.8 g of N-(2-fluoro-5-carboxy-4-nitrophenyl)-2,3-dimethylmaleic acid imide are hydrogenated using hydrogen in the presence of 14 g of Raney nickel catalyst in 1000 ml of tetrahydrofuran at a temperature of 20°-25° under normal pressure. When the stoichiometric amount of hydrogen has been consumed, the catalyst is separated off and the solution is concentrated by evaporation. 56.7 g of N-(2-fluoro-5-carboxy-4-aminophenyl)-2,3-dimethylmaleic acid imide having a melting point of 270° are thus obt... Starting materials: ClC(C(=O)OCC)=O (Ethyl chlorooxoacetate), ClC=1C=CC(=C(NC(=S)NOCC(=O)OCC)C1)C (ethyl 2-({[(5-chloro-2-methylanilino) carbothioyl]amino}oxy)acetate). The product is ClC=1C=CC(=C(C1)N1C(N(C(C1=O)=O)OCC(=O)OCC)=S)C (ethyl 2-{[3-(5-chloro-2-methylphenyl)-4,5-dioxo-2-thioxo-1-imidazolidinyl]oxy}acetate). Procedure details: Ethyl chlorooxoacetate (11.1 mL; 0.1 mol) was added dropwise to the solution of ethyl 2-({[(5-chloro-2-methylanilino) carbothioyl]amino}oxy)acetate (15.1 g; 0.05 mol) in methylene chloride (200 mL). The mixture was heated at reflux for 1 hour then evaporated to dryness. The residue was stirred in ether for 15 minutes and the solids were filtered. The solids were washed with fresh ether and dried to give 13.1 g of ethyl 2-{[3-(5-chloro-2-methylphenyl)-4,5-dioxo-2-thioxo-1-imidazolidinyl]oxy}aceta... Run at time 15 minute. Run in C(Cl)Cl (methylene chloride). As a reaction SMILES: Cl[C:2](=[O:8])[C:3](OCC)=[O:4].[Cl:9][C:10]1[CH:11]=[CH:12][C:13]([CH3:27])=[C:14]([CH:26]=1)[NH:15][C:16]([NH:18][O:19][CH2:20][C:21]([O:23][CH2:24][CH3:25])=[O:22])=[S:17]>C(Cl)Cl>[Cl:9][C:10]1[CH:11]=[CH:12][C:13]([CH3:27])=[C:14]([N:15]2[C:3](=[O:4])[C:2](=[O:8])[N:18]([O:19][CH2:20][C:21]([O:23][CH2:24][CH3:25])=[O:22])[C:16]2=[S:17])[CH:26]=1. Isolated yield 73.4%. The reactants are CO, [Li]C, [Cl-], O=C(c1cccs1)c1cc2c(c(Cl)c1Cl)OC(C(=O)Cl)C2, [I-], [NH4+]. Product: CC(=O)C1Cc2cc(C(=O)c3cccs3)c(Cl)c(Cl)c2O1. RXN SMILES: [CH3:25][OH:26].[CH3:2][Li:3].[Cl-:27].[Cl:4][c:5]1[c:6]([Cl:24])[c:7]2[c:8]([cH:15][c:16]1[C:17]([c:18]1[cH:19][cH:20][cH:21][s:22]1)=[O:23])[CH2:9][CH:10]([C:12](=[O:13])[Cl:14])[O:11]2.[I-:1].[NH4+:28]>>[CH3:2][C:12]([CH:10]1[CH2:9][c:8]2[c:7]([c:6]([Cl:24])[c:5]([Cl:4])[c:16]([C:17]([c:18]3[cH:19][cH:20][cH:21][s:22]3)=[O:23])[cH:15]2)[O:11]1)=[O:13]. Starting materials: COC(=O)C1(CC(C1)CCCC)C(=O)OC (3-butyl-cyclobutane-1,1-dicarboxylic acid dimethyl ester), [H-].C(C(C)C)[Al+]CC(C)C (diisobutylaluminum hydride). Solvent: C(C)OCC (diethyl ether). Run at time 2.5 hour. The product is COC(=O)C1(CC(C1)CCCC)C=O (3-Butyl-1-Formyl-Cyclobutanecarboxylic Acid Methyl Ester), oil. Yield: 100.0%. Reaction SMILES: [CH3:1][O:2][C:3]([C:5]1([C:13](OC)=[O:14])[CH2:8][CH:7]([CH2:9][CH2:10][CH2:11][CH3:12])[CH2:6]1)=[O:4].[H-].C([Al+]CC(C)C)C(C)C>C(OCC)C>[CH3:1][O:2][C:3]([C:5]1([CH:13]=[O:14])[CH2:6][CH:7]([CH2:9][CH2:10][CH2:11][CH3:12])[CH2:8]1)=[O:4] |f:1.2|. Reported procedure: To a solution of 3-butyl-cyclobutane-1,1-dicarboxylic acid dimethyl ester (8.37 g, 36.7 mmol) in diethyl ether (300 mL) at −78° C. under a nitrogen atmosphere was added diisobutylaluminum hydride (1.5M in toluene, 49 mL, 73.4 mmol) dropwise. After 2.5 h, the reaction mixture was quenched with saturated aqueous NH4Cl solution (150 mL) then with 1N HCl solution (150 mL). The aqueous phase was extracted with diethyl ether (100 mL×5), was dried (MgSO4) and was evaporated in vacuo to yield the title ...